This data is from the Open Reaction Database (ORD), a public repository of structured organic reaction records. The task is: describe an organic reaction: reactants, conditions, products, and yield The reactants are C(CCCCCCCCCCCCCCCCC)N (octadecylamine), C(C)(=O)OC1=CC=C(C=CC(=O)O)C=C1 (4-acetoxycinnamic acid), acid chloride, CN(C=O)C (N,N-dimethylformamide), S(=O)(Cl)Cl (thionyl chloride). Run in C(Cl)(Cl)Cl (chloroform), C(C)N(CC)CC (triethylamine), C(Cl)(Cl)Cl (chloroform). Product: C(CCCCCCCCCCCCCCCCC)NC(C=CC1=CC=C(C=C1)OC(C)=O)=O (N-octadecyl-p-acetoxycinnamamide). The yield is 77.5%. As a reaction SMILES: [C:1]([O:4][C:5]1[CH:15]=[CH:14][C:8]([CH:9]=[CH:10][C:11]([OH:13])=O)=[CH:7][CH:6]=1)(=[O:3])[CH3:2].CN(C)C=O.S(Cl)(Cl)=O.[CH2:25]([NH2:43])[CH2:26][CH2:27][CH2:28][CH2:29][CH2:30][CH2:31][CH2:32][CH2:33][CH2:34][CH2:35][CH2:36][CH2:37][CH2:38][CH2:39][CH2:40][CH2:41][CH3:42]>C(Cl)(Cl)Cl.C(N(CC)CC)C>[CH2:25]([NH:43][C:11](=[O:13])[CH:10]=[CH:9][C:8]1[CH:7]=[CH:6][C:5]([O:4][C:1](=[O:3])[CH3:2])=[CH:15][CH:14]=1)[CH2:26][CH2:27][CH2:28][CH2:29][CH2:30][CH2:31][CH2:32][CH2:33][CH2:34][CH2:35][CH2:36][CH2:37][CH2:38][CH2:39][CH2:40][CH2:41][CH3:42]. Procedure details: Under a nitrogen atmosphere, 4-acetoxycinnamic acid (150 g) and N,N-dimethylformamide (5 ml) were suspended in chloroform (800 ml) and thereto was added dropwise thionyl chloride (104 g) over a period of about 30 minutes. After completion of the addition, the reaction mixture was reflexed with heating for 1 hour to prepare the corresponding acid chloride. The reaction mixture was cooled to room temperature and thereto was added dropwise a solution of octadecylamine (196 g) and triethylamine (81 ... Starting materials: O=C([O-])[O-], C1CCOC1, CCOC(=O)CP(=O)(OCC)OCC, OC1OCc2cc(Cl)ccc21, [Cs+], [Cs+]. The product is CCOC(=O)CC1OCc2cc(Cl)ccc21. As a reaction SMILES: [C:26](=[O:27])([O-:28])[O-:29].[CH2:32]1[O:33][CH2:34][CH2:35][CH2:36]1.[CH3:12][CH2:13][O:14][C:15](=[O:16])[CH2:17][P:18]([O:19][CH2:20][CH3:21])([O:22][CH2:23][CH3:24])=[O:25].[Cl:1][c:2]1[cH:3][c:4]2[c:5]([cH:10][cH:11]1)[CH:6]([OH:9])[O:7][CH2:8]2.[Cs+:30].[Cs+:31]>>[Cl:1][c:2]1[cH:3][c:4]2[c:5]([cH:10][cH:11]1)[CH:6]([CH2:17][C:15]([O:14][CH2:13][CH3:12])=[O:16])[O:7][CH2:8]2. RXN SMILES: [Mg:1].[Br:2][C:3]1[CH:8]=[CH:7][CH:6]=[CH:5][N:4]=1.[CH3:9][N:10]1[C:14]([S:15][CH2:16][CH2:17][CH2:18][C:19]#[N:20])=[N:13][N:12]=[N:11]1.Cl.[O:22]1[CH2:26][CH2:25][CH2:24][CH2:23]1>O>[N:20]1[CH:19]=[CH:26][CH:25]=[CH:24][C:23]=1[Mg:1][Br:2].[CH3:9][N:10]1[C:14]([S:15][CH2:16][CH2:17][CH2:18][C:19]([C:3]2[CH:8]=[CH:7][CH:6]=[CH:5][N:4]=2)=[O:22])=[N:13][N:12]=[N:11]1. The product is N1=C(C=CC=C1)[Mg]Br (Pyridylmagnesium bromide), CN1N=NN=C1SCCCC(=O)C1=NC=CC=C1 (1-methyl-5-[3-(2-pyridylcarbonyl)propyl]thio-1,2,3,4-tetrazole). The solvent is O (water). Reactants: CN1N=NN=C1SCCCC#N (1-methyl-5-(3-cyanopropyl)thio-1,2,3,4-tetrazole), O1CCCC1 (tetrahydrofuran), [Mg] (magnesium), BrC1=NC=CC=C1 (2-bromopyridine), O1CCCC1 (tetrahydrofuran), Cl (HCl). Procedure: Pyridylmagnesium bromide is prepared from magnesium (0.25 g), 2-bromopyridine (2.1 g) and dried tetrahydrofuran (10 ml). To the product is added dropwise a solution of 1-methyl-5-(3-cyanopropyl)thio-1,2,3,4-tetrazole (1.8 g) in dried tetrahydrofuran (10 ml) with stirring under ice-cooling. After the solution is added, the mixture is stirred at room temperature for 3 hours. To the mixture is added 1 N-HCl (50 ml) under ice-cooling and the mixture is stirred for 1 hour. The reaction mixture is dil... The reactants are [F-].C(CCC)[N+](CCCC)(CCCC)CCCC (tetrabutylammonium fluoride), [Si](C)(C)(C(C)(C)C)OC1C(N(CC1(C)C)C(=O)[O-])=O (3-{[tert-butyl(dimethyl)silyl]oxy}-4,4-dimethyl-2-oxo-1-pyrrolidinecarboxylate), O1CCCC1 (tetrahydrofuran), O1CCCC1 (tetrahydrofuran). Reaction conditions: time 45 minute. The product is OC1C(N(CC1(C)C)C(=O)OCC1=CC=CC=C1)=O (benzyl 3-hydroxy-4,4-dimethyl-2-oxo-1-pyrrolidinecarboxylate). As a reaction SMILES: [F-].[CH2:2]([N+](CCCC)(CCCC)CCCC)[CH2:3][CH2:4]C.[Si]([O:26][CH:27]1[C:31]([CH3:33])([CH3:32])[CH2:30][N:29]([C:34]([O-:36])=[O:35])[C:28]1=[O:37])(C(C)(C)C)(C)C.O1[CH2:42][CH2:41][CH2:40][CH2:39]1>>[OH:26][CH:27]1[C:31]([CH3:32])([CH3:33])[CH2:30][N:29]([C:34]([O:36][CH2:39][C:40]2[CH:4]=[CH:3][CH:2]=[CH:42][CH:41]=2)=[O:35])[C:28]1=[O:37] |f:0.1|. Procedure: A solution of tetrabutylammonium fluoride in anhydrous tetrahydrofuran (1.1 mL, 1M, 1.1 mmol) was added to a solution of 3-{[tert-butyl(dimethyl)silyl]oxy}-4,4-dimethyl-2-oxo-1-pyrrolidinecarboxylate (202 mg, 0.54 mmol) in anhydrous tetrahydrofuran (2 mL) under nitrogen. After 45 min, the reaction mixture was subjected directly to column chromatography. Elution with 50% ethyl acetate in hexane afforded benzyl 3-hydroxy-4,4-dimethyl-2-oxo-1-pyrrolidinecarboxylate as an oil that solidified upon st... Starting materials: ClC1=C(C=C(C=C1[N+](=O)[O-])C(F)(F)F)[N+](=O)[O-] (4-chloro-3,5-dinitrobenzotrifluoride), N (ammonia), 2B, C(C)O (ethanol). Run in C(C)(=O)OCC (ethyl acetate). The product is NC1=C(C=C(C=C1[N+](=O)[O-])C(F)(F)F)[N+](=O)[O-] (4-amino-3,5-dinitrobenzotrifluoride). RXN SMILES: Cl[C:2]1[C:7]([N+:8]([O-:10])=[O:9])=[CH:6][C:5]([C:11]([F:14])([F:13])[F:12])=[CH:4][C:3]=1[N+:15]([O-:17])=[O:16].[NH3:18].C(O)C>C(OCC)(=O)C>[NH2:18][C:2]1[C:7]([N+:8]([O-:10])=[O:9])=[CH:6][C:5]([C:11]([F:14])([F:13])[F:12])=[CH:4][C:3]=1[N+:15]([O-:17])=[O:16]. Reported procedure: Twenty six grams (0.096m) of crude 4-chloro-3,5-dinitrobenzotrifluoride, 150 ml. of liquid ammonia and 150 ml. of 2B ethanol were heated in a sealed autoclave at 100° C. for about 4 hours. After cooling and venting, the reaction mixture was taken up in ethyl acetate. The ethyl acetate phase was washed with water. The ethyl acetate solution was dried and evaporated in vacuo to yield crude 4-amino-3,5-dinitrobenzotrifluoride. Reactants: CS(=O)(=O)c1ccc(-c2ccc(=O)[nH]c2-c2ccc(F)cc2)cc1, O=P(Cl)(Cl)Cl. Yields the product CS(=O)(=O)c1ccc(-c2ccc(Cl)nc2-c2ccc(F)cc2)cc1. Reaction SMILES: [F:1][c:2]1[cH:3][cH:4][c:5](-[c:8]2[c:9](-[c:15]3[cH:16][cH:17][c:18]([S:21](=[O:22])(=[O:23])[CH3:24])[cH:19][cH:20]3)[cH:10][cH:11][c:12](=[O:14])[nH:13]2)[cH:6][cH:7]1.[P:25]([Cl:26])([Cl:27])([Cl:28])=[O:29]>>[F:1][c:2]1[cH:3][cH:4][c:5](-[c:8]2[c:9](-[c:15]3[cH:16][cH:17][c:18]([S:21](=[O:22])(=[O:23])[CH3:24])[cH:19][cH:20]3)[cH:10][cH:11][c:12]([Cl:27])[n:13]2)[cH:6][cH:7]1. Starting materials: N1[C@@H]2N(CC1=O)C(CC2)=O ((R)-dihydro-1H-pyrrolo[1,2-a]imidazole-2,5(3H,6H)-dione), C([O-])([O-])=O.[K+].[K+] (potassium carbonate), IC1=CC=C(C=C1)C (1-iodo-4-methyl-benzene). Reagents/catalysts: [Cu](I)I (copper iodide). Run in CN(C=O)C (dimethylformamide). Product: CC1=CC=C(C=C1)N1[C@@H]2N(CC1=O)C(CC2)=O ((S)-1-(4-Methylphenyl)dihydro-1H-pyrrolo[1,2-a]imidazole-2,5(3H,6H)-dione). As a reaction SMILES: [NH:1]1[C:5](=[O:6])[CH2:4][N:3]2[C:7](=[O:10])[CH2:8][CH2:9][C@H:2]12.C(=O)([O-])[O-].[K+].[K+].I[C:18]1[CH:23]=[CH:22][C:21]([CH3:24])=[CH:20][CH:19]=1>[Cu](I)I.CN(C)C=O>[CH3:24][C:21]1[CH:22]=[CH:23][C:18]([N:1]2[C:5](=[O:6])[CH2:4][N:3]3[C:7](=[O:10])[CH2:8][CH2:9][C@H:2]23)=[CH:19][CH:20]=1 |f:1.2.3|. Procedure: In a 100 ml round bottomed flask fitted with a magnetical stirrer and a reflux condenser are placed 10 ml of dimethylformamide, 1.2 g of (R)-dihydro-1H-pyrrolo[1,2-a]imidazole-2,5(3H,6H)-dione, 0.456 g of copper iodide, 1.2 g of potassium carbonate and 4.0 g of 1-iodo-4-methyl-benzene. The well stirred reaction mixture is heated at reflux for 4 hours. After cooling, the solvent is removed under vacuum (50° C., 7 mbar) and the residue is treated with 70 ml of ethyl acetate and the insoluble is fi...